This data is from the Open Reaction Database (ORD), a public repository of structured organic reaction records. The task is: describe an organic reaction: reactants, conditions, products, and yield Reactants: C(C1=CC=CC=C1)OC1=C(C=C2C(CC=NC2=C1)=O)OC (7-benzyloxy-6-methoxy-4-quinolone), P(=O)(Cl)(Cl)Cl (phosphorus oxychloride). Reaction conditions: temperature 110 celsius, time 3 hour. Product: C(C1=CC=CC=C1)OC1=C(C=C2C(=CC=NC2=C1)Cl)OC (7-benzyloxy-4-chloro-6-methoxy-quinoline). Isolated yield 94.0%. Reaction SMILES: [CH2:1]([O:8][C:9]1[CH:18]=[C:17]2[C:12]([C:13](=O)[CH2:14][CH:15]=[N:16]2)=[CH:11][C:10]=1[O:20][CH3:21])[C:2]1[CH:7]=[CH:6][CH:5]=[CH:4][CH:3]=1.P(Cl)(Cl)([Cl:24])=O>>[CH2:1]([O:8][C:9]1[CH:18]=[C:17]2[C:12]([C:13]([Cl:24])=[CH:14][CH:15]=[N:16]2)=[CH:11][C:10]=1[O:20][CH3:21])[C:2]1[CH:7]=[CH:6][CH:5]=[CH:4][CH:3]=1. Procedure: A mixture of 7-benzyloxy-6-methoxy-4-quinolone (9.72 g 34.5 mmol) and phosphorus oxychloride (130 ml) was stirred at 110° C. for 3 hours. The stirred mixture was concentrated at atmospheric pressure. The residue was dissolved in chloroform (150 ml), then ice and water was added to the solution. The mixture was rendered weakly alkaline by the addition of saturated sodium carbonate solution. The two phases were separated, the aqueous layer was extracted with chloroform. The extract was washed with... Procedure details: A solution of 4-(3,3,3-triphenylpropoxy)benzyl chloride, prepared in example 28, (210 mg, 0.51 mmol) in pyridine (1.0 mL) was refluxed for two minutes, and concentrated. The residue was recrystallized from acetonitrile-ethyl acetate and dried at 90° under high vacuum for 18 hours, providing the title compound as a monohydrate, a white powder, mp 155°-159° C. (212 mg, 86%). 1H NMR (CDCl3) δ 9.56 (d, J=7.5 Hz, 2H), 8.31 (t, J=7.5 Hz, 1H), 7.94 (t, J=7.5 Hz, 2H), 7.54 (d, J=8.6 Hz, 2H) 7.15-7.35 (m... As a reaction SMILES: [C:1]1([C:7]([C:25]2[CH:30]=[CH:29][CH:28]=[CH:27][CH:26]=2)([C:19]2[CH:24]=[CH:23][CH:22]=[CH:21][CH:20]=2)[CH2:8][CH2:9][O:10][C:11]2[CH:18]=[CH:17][C:14]([CH2:15][Cl:16])=[CH:13][CH:12]=2)[CH:6]=[CH:5][CH:4]=[CH:3][CH:2]=1.[N:31]1[CH:36]=[CH:35][CH:34]=[CH:33][CH:32]=1>>[Cl-:16].[C:1]1([C:7]([C:25]2[CH:30]=[CH:29][CH:28]=[CH:27][CH:26]=2)([C:19]2[CH:24]=[CH:23][CH:22]=[CH:21][CH:20]=2)[CH2:8][CH2:9][O:10][C:11]2[CH:18]=[CH:17][C:14]([CH2:15][N+:31]3[CH:36]=[CH:35][CH:34]=[CH:33][CH:32]=3)=[CH:13][CH:12]=2)[CH:6]=[CH:5][CH:4]=[CH:3][CH:2]=1 |f:2.3|. Starting materials: C1(=CC=CC=C1)C(CCOC1=CC=C(CCl)C=C1)(C1=CC=CC=C1)C1=CC=CC=C1 (4-(3,3,3-triphenylpropoxy)benzyl chloride), N1=CC=CC=C1 (pyridine). Product: [Cl-].C1(=CC=CC=C1)C(CCOC1=CC=C(C=C1)C[N+]1=CC=CC=C1)(C1=CC=CC=C1)C1=CC=CC=C1 (1-{[4-(3,3,3-triphenylpropoxy)phenyl]methyl}pyridinium chloride), monohydrate. The reactants are Cc1nc(Br)c([N+](=O)[O-])c(=O)[nH]1, O=C([O-])[O-], Cc1nc2c(s1)CCNCC2, CN(C)C=O, Cl, [K+], [K+]. Yields the product Cc1nc(N2CCc3nc(C)sc3CC2)c([N+](=O)[O-])c(=O)[nH]1. RXN SMILES: [Br:1][c:2]1[c:3]([N+:10](=[O:11])[O-:12])[c:4](=[O:9])[nH:5][c:6]([CH3:8])[n:7]1.[C:25](=[O:26])([O-:27])[O-:28].[CH3:14][c:15]1[s:16][c:17]2[c:18]([n:24]1)[CH2:19][CH2:20][NH:21][CH2:22][CH2:23]2.[CH3:31][N:32]([CH3:33])[CH:34]=[O:35].[ClH:13].[K+:29].[K+:30]>>[c:2]1([N:21]2[CH2:20][CH2:19][c:18]3[c:17]([s:16][c:15]([CH3:14])[n:24]3)[CH2:23][CH2:22]2)[c:3]([N+:10](=[O:11])[O-:12])[c:4](=[O:9])[nH:5][c:6]([CH3:8])[n:7]1. The reactants are NC=1C(=NC=C(C1)CC1=CC=C(C=C1)F)C(=O)OCC (ethyl 3-amino-5-(4-fluorobenzyl)-2-pyridinecarboxylate), O=C1N(C(C2=CC=CC=C12)=O)CCC=O (3-(1,3-dioxo-1,3-dihydro-2H-isoindol-2-yl)propanal), C(C)(=O)O[BH-](OC(C)=O)OC(C)=O.[Na+] (sodium triacetoxyborohydride). Solvent: C(C)(=O)O (acetic acid). Conditions: time 20 minute. The product is O=C1N(C(C2=CC=CC=C12)=O)CCCNC=1C(=NC=C(C1)CC1=CC=C(C=C1)F)C(=O)OCC (Ethyl 3-{[3-(1,3-dioxo-1,3-dihydro-2H-isoindol-2-yl)propyl]amino}-5-[(4-fluorophenyl)methyl]-2-pyridinecarboxylate). RXN SMILES: [NH2:1][C:2]1[C:3]([C:16]([O:18][CH2:19][CH3:20])=[O:17])=[N:4][CH:5]=[C:6]([CH2:8][C:9]2[CH:14]=[CH:13][C:12]([F:15])=[CH:11][CH:10]=2)[CH:7]=1.[O:21]=[C:22]1[C:30]2[C:25](=[CH:26][CH:27]=[CH:28][CH:29]=2)[C:24](=[O:31])[N:23]1[CH2:32][CH2:33][CH:34]=O.C(O[BH-](OC(=O)C)OC(=O)C)(=O)C.[Na+]>C(O)(=O)C>[O:21]=[C:22]1[C:30]2[C:25](=[CH:26][CH:27]=[CH:28][CH:29]=2)[C:24](=[O:31])[N:23]1[CH2:32][CH2:33][CH2:34][NH:1][C:2]1[C:3]([C:16]([O:18][CH2:19][CH3:20])=[O:17])=[N:4][CH:5]=[C:6]([CH2:8][C:9]2[CH:10]=[CH:11][C:12]([F:15])=[CH:13][CH:14]=2)[CH:7]=1 |f:2.3|. Procedure: A solution of ethyl 3-amino-5-(4-fluorobenzyl)-2-pyridinecarboxylate (1.00 g, 3.65 mmol) and 3-(1,3-dioxo-1,3-dihydro-2H-isoindol-2-yl)propanal (0.929 g, 4.57 mmol) under nitrogen in glacial acetic acid (10 mL) was treated with sodium triacetoxyborohydride (1.55 g, 7.31 mmol) at ambient temperature. After stirring for 20 min., the reaction was evaporated in vacuo and the residue was partitioned between EtOAc and 5% w/v aq. K2CO3. After separating the layers, the aqueous phase was diluted with sa... The reactants are C(O)([O-])=O.[Na+] (sodium hydrogencarbonate), C(C)(=O)Cl (Acetyl chloride), NC=1SC(=C(N1)C1=CC(=CC(=C1)C)C)C1=CC(=NC=C1)NC(C1=CC=CC=C1)=O (N-[4-[2-amino-4-(3,5-dimethylphenyl)-1,3-thiazol-5-yl]-2-pyridyl]benzamide). The reagents and catalysts are CN(C1=CC=NC=C1)C (4-dimethylaminopyridine). Run in CN(C(C)=O)C (N,N-dimethylacetamide). Conditions: temperature 70 celsius, time 16 hour. Yields the product C(C1=CC=CC=C1)(=O)NC1=NC=CC(=C1)C1=C(N=C(S1)NC(C)=O)C1=CC(=CC(=C1)C)C (N-[5-[2-benzoylamino-4-pyridyl)-4-(3,5-dimethylphenyl)-1,3-thiazol-2-yl]acetamide). The yield is 30.1%. Reaction SMILES: [C:1](Cl)(=[O:3])[CH3:2].[NH2:5][C:6]1[S:7][C:8]([C:19]2[CH:24]=[CH:23][N:22]=[C:21]([NH:25][C:26](=[O:33])[C:27]3[CH:32]=[CH:31][CH:30]=[CH:29][CH:28]=3)[CH:20]=2)=[C:9]([C:11]2[CH:16]=[C:15]([CH3:17])[CH:14]=[C:13]([CH3:18])[CH:12]=2)[N:10]=1.C(=O)([O-])O.[Na+]>CN(C)C1C=CN=CC=1.CN(C)C(=O)C>[C:26]([NH:25][C:21]1[CH:20]=[C:19]([C:8]2[S:7][C:6]([NH:5][C:1](=[O:3])[CH3:2])=[N:10][C:9]=2[C:11]2[CH:16]=[C:15]([CH3:17])[CH:14]=[C:13]([CH3:18])[CH:12]=2)[CH:24]=[CH:23][N:22]=1)(=[O:33])[C:27]1[CH:32]=[CH:31][CH:30]=[CH:29][CH:28]=1 |f:2.3|. Reported procedure: Acetyl chloride (0.26 mL, 3.7 mmol) and 4-dimethylaminopyridine (0.09 g, 0.76 mmol) were added to a solution of N-[4-[2-amino-4-(3,5-dimethylphenyl)-1,3-thiazol-5-yl]-2-pyridyl]benzamide (0.96 g, 2.4 mmol) in N,N-dimethylacetamide (20 mL) and the mixture was stirred at 70° C. for 16 hours. After the reaction mixture was cooled to room temperature, a saturated aqueous solution of sodium hydrogencarbonate (50 mL) was added. The resulting crude crystals were collected by filtration and washed with ... The solvent is CS(=O)C (DMSO). The product is NC=1C=C(OCCOC=2C(=NC(=CC2)C2=CC=C3CCCN(C3=C2)C(NC=2SC3=C(N2)C=CC=C3)=O)C(=O)O)C=CC1 (3-(2-(3-aminophenoxy)ethoxy)-6-(1-(benzo[d]thiazol-2-ylcarbamoyl)-1,2,3,4-tetrahydroquinolin-7-yl)picolinic acid). The reactants are S1C(=NC2=C1C=CC=C2)NC(=O)N2CCCC1=CC=C(C=C21)C2=CC=C(C(=N2)C(=O)O)OCCOC2=CC(=CC=C2)NC(=O)OC(C)(C)C (6-(1-(benzo[d]thiazol-2-ylcarbamoyl)-1,2,3,4-tetrahydroquinolin-7-yl)-3-(2-(3-(tert-butoxycarbonylamino)phenoxy)ethoxy)picolinic acid). RXN SMILES: [S:1]1[C:5]2[CH:6]=[CH:7][CH:8]=[CH:9][C:4]=2[N:3]=[C:2]1[NH:10][C:11]([N:13]1[C:22]2[C:17](=[CH:18][CH:19]=[C:20]([C:23]3[N:28]=[C:27]([C:29]([OH:31])=[O:30])[C:26]([O:32][CH2:33][CH2:34][O:35][C:36]4[CH:41]=[CH:40][CH:39]=[C:38]([NH:42]C(OC(C)(C)C)=O)[CH:37]=4)=[CH:25][CH:24]=3)[CH:21]=2)[CH2:16][CH2:15][CH2:14]1)=[O:12]>CS(C)=O>[NH2:42][C:38]1[CH:37]=[C:36]([CH:41]=[CH:40][CH:39]=1)[O:35][CH2:34][CH2:33][O:32][C:26]1[C:27]([C:29]([OH:31])=[O:30])=[N:28][C:23]([C:20]2[CH:21]=[C:22]3[C:17]([CH2:16][CH2:15][CH2:14][N:13]3[C:11](=[O:12])[NH:10][C:2]3[S:1][C:5]4[CH:6]=[CH:7][CH:8]=[CH:9][C:4]=4[N:3]=3)=[CH:18][CH:19]=2)=[CH:24][CH:25]=1. Procedure: The title compound 3-(2-(3-aminophenoxy)ethoxy)-6-(1-(benzo[d]thiazol-2-ylcarbamoyl)-1,2,3,4-tetrahydroquinolin-7-yl)picolinic acid (42) was prepared by the following procedure: compound 3-(2-(3-aminophenoxy)ethoxy)-6-(1-(benzo[d]thiazol-2-ylcarbamoyl)-1,2,3,4-tetrahydroquinolin-7-yl)picolinic acid (42) was prepared following a similar procedure as that described in example 34, except 6-(1-(Benzo[d]thiazol-2-ylcarbamoyl)-1,2,3,4-tetrahydroquinolin-7-yl)-3-(2-(3-(tert-butoxycarbonylamino)phenoxy)... Starting materials: C(CN)N (1,2-Ethanediamine), CSC(=C1C(OC(OC1=O)(C)C)=O)SC (5-[bis(methylthio)methylene]-2,2-dimethyl-1,3-dioxane-4,6-dione). Run in CO (methanol). Run at time 18 hour. Product: N1C(NCC1)=C1C(OC(OC1=O)(C)C)=O (5-(2-Imidazolidinylidene)-2,2-dimethyl-1,3-dioxane-4,6-dione). Reaction SMILES: [CH2:1]([NH2:4])[CH2:2][NH2:3].CS[C:7](SC)=[C:8]1[C:13](=[O:14])[O:12][C:11]([CH3:16])([CH3:15])[O:10][C:9]1=[O:17]>CO>[NH:3]1[CH2:2][CH2:1][NH:4][C:7]1=[C:8]1[C:9](=[O:17])[O:10][C:11]([CH3:15])([CH3:16])[O:12][C:13]1=[O:14]. Reported procedure: 1,2-Ethanediamine (1.6 mL) was added under nitrogen to a solution of 5-[bis(methylthio)methylene]-2,2-dimethyl-1,3-dioxane-4,6-dione (6 g, 24 mmole, described in example 3) in dry methanol (45 mL). The mixture was stirred at 20°-22° C. for 18 hr. The resultant precipitate was collected and dissolved in 5% methanol in chloroform (v/v). The solution was filtered through silica gel. The filtrate was concentrated under reduced pressure. The residue was crystallized from methanol-diethyl ether to giv...